Dataset: the Open Reaction Database (ORD), a public repository of structured organic reaction records. Task: describe an organic reaction: reactants, conditions, products, and yield Reactants: C(C1=CC=CC=C1)OCCCCCCCCCCCC=C[C@@H]1CC[C@H](CC1)C1=C(C(=CC=C1)F)F (1-[trans-4-{13-benzyloxy-1-tridecenyl}cyclohexyl]-2,3-difluorobenzene), Pd--C, C(C)O (ethanol). Run in C(C)(=O)OCC (ethyl acetate). Reaction conditions: time 5 day. Product: OCCCCCCCCCCCCC[C@@H]1CC[C@H](CC1)C1=C(C(=CC=C1)F)F (1-[trans-4-(13-hydroxytridecyl)cyclohexyl]-2,3-difluorobenzene). Yield: 64.0%. Reaction SMILES: C([O:8][CH2:9][CH2:10][CH2:11][CH2:12][CH2:13][CH2:14][CH2:15][CH2:16][CH2:17][CH2:18][CH2:19][CH:20]=[CH:21][C@H:22]1[CH2:27][CH2:26][C@H:25]([C:28]2[CH:33]=[CH:32][CH:31]=[C:30]([F:34])[C:29]=2[F:35])[CH2:24][CH2:23]1)C1C=CC=CC=1.C(O)C>C(OCC)(=O)C>[OH:8][CH2:9][CH2:10][CH2:11][CH2:12][CH2:13][CH2:14][CH2:15][CH2:16][CH2:17][CH2:18][CH2:19][CH2:20][CH2:21][C@H:22]1[CH2:23][CH2:24][C@H:25]([C:28]2[CH:33]=[CH:32][CH:31]=[C:30]([F:34])[C:29]=2[F:35])[CH2:26][CH2:27]1. Procedure: First, 10.9 g of 1-[trans-4-{13-benzyloxy-1-tridecenyl}cyclohexyl]-2,3-difluorobenzene, 1 g of 10% Pd--C, 50 ml of ethanol, and 50 ml of ethyl acetate were placed in a 500 ml autoclave. The mixture was stirred at room temperature for 5 days under a hydrogen pressure of 8 kg/cm2. A catalyst was filtered away and a filtrate was concentrated. Thereafter, the residue was purified by silica gel column chromatography (eluent: toluene/ethyl acetate=4/1) and recrystallized from acetone to obtain 5.7 g o... Reactants: N#Cc1ccc([N+](=O)[O-])c(Oc2ccccc2Br)c1, CO, O, O, Cl[Sn]Cl. Yields the product N#Cc1ccc(N)c(Oc2ccccc2Br)c1. RXN SMILES: [Br:1][c:2]1[c:3]([O:4][c:5]2[cH:6][c:7]([C:8]#[N:9])[cH:10][cH:11][c:12]2[N+:13]([O-:14])=[O:15])[cH:16][cH:17][cH:18][cH:19]1.[CH3:25][OH:26].[OH2:20].[OH2:21].[Sn:22]([Cl:23])[Cl:24]>>[Br:1][c:2]1[c:3]([O:4][c:5]2[cH:6][c:7]([C:8]#[N:9])[cH:10][cH:11][c:12]2[NH2:13])[cH:16][cH:17][cH:18][cH:19]1. Reactants: COc1cc([Mg+])ccn1, CC(C)[Mg+], [Cl-], [Cl-], O=C1CCC(=O)N1Cl, COc1cc(I)ccn1, C1CCOC1, O. Product: COc1cc(Cl)ccn1. As a reaction SMILES: [CH3:16][O:17][c:18]1[cH:19][c:20]([Mg+:21])[cH:22][cH:23][n:24]1.[CH:2]([Mg+:3])([CH3:4])[CH3:5].[Cl-:15].[Cl-:1].[Cl:25][N:26]1[C:27](=[O:28])[CH2:29][CH2:30][C:31]1=[O:32].[I:6][c:7]1[cH:8][c:9]([O:13][CH3:14])[n:10][cH:11][cH:12]1.[O:33]1[CH2:34][CH2:35][CH2:36][CH2:37]1.[OH2:38]>>[c:7]1([Cl:25])[cH:8][c:9]([O:13][CH3:14])[n:10][cH:11][cH:12]1. The reactants are O=C(Cl)CCCBr, C1CCOC1, NNC(=O)C1CC(SC(c2ccccc2)(c2ccccc2)c2ccccc2)CN1S(=O)(=O)c1ccc2ccccc2c1. Product: O=C(CCCBr)NNC(=O)C1CC(SC(c2ccccc2)(c2ccccc2)c2ccccc2)CN1S(=O)(=O)c1ccc2ccccc2c1. RXN SMILES: [Br:43][CH2:44][CH2:45][CH2:46][C:47](=[O:48])[Cl:49].[CH2:50]1[O:51][CH2:52][CH2:53][CH2:54]1.[cH:1]1[c:2]([S:11](=[O:12])(=[O:13])[N:14]2[CH:15]([C:39](=[O:40])[NH:41][NH2:42])[CH2:16][CH:17]([S:19][C:20]([c:21]3[cH:22][cH:23][cH:24][cH:25][cH:26]3)([c:27]3[cH:28][cH:29][cH:30][cH:31][cH:32]3)[c:33]3[cH:34][cH:35][cH:36][cH:37][cH:38]3)[CH2:18]2)[cH:3][cH:4][c:5]2[cH:6][cH:7][cH:8][cH:9][c:10]12>>[cH:1]1[c:2]([S:11](=[O:12])(=[O:13])[N:14]2[CH:15]([C:39](=[O:40])[NH:41][NH:42][C:47]([CH2:46][CH2:45][CH2:44][Br:43])=[O:48])[CH2:16][CH:17]([S:19][C:20]([c:21]3[cH:22][cH:23][cH:24][cH:25][cH:26]3)([c:27]3[cH:28][cH:29][cH:30][cH:31][cH:32]3)[c:33]3[cH:34][cH:35][cH:36][cH:37][cH:38]3)[CH2:18]2)[cH:3][cH:4][c:5]2[cH:6][cH:7][cH:8][cH:9][c:10]12.